The task is: describe an organic reaction: reactants, conditions, products, and yield. This data is from the Open Reaction Database (ORD), a public repository of structured organic reaction records. Starting materials: C(C)(C)(C)C1=C(OC2CN(C2)C(CCC(=O)OC)=O)C=CC(=C1)Cl (methyl 4-[3-(2-tert-butyl-4-chlorophenoxy)azetidin-1-yl]-4-oxobutanoate), [OH-].[Li+] (lithium hydroxide), Cl (hydrochloric acid). Solvent: C1CCOC1 (THF). Conditions: time 3 hour. The product is C(C)(C)(C)C1=C(OC2CN(C2)C(CCC(=O)O)=O)C=CC(=C1)Cl (4-[3-(2-tert-butyl-4-chlorophenoxy)azetidin-1-yl]-4-oxobutanoic acid). Isolated yield 97.5%. RXN SMILES: [C:1]([C:5]1[CH:23]=[C:22]([Cl:24])[CH:21]=[CH:20][C:6]=1[O:7][CH:8]1[CH2:11][N:10]([C:12](=[O:19])[CH2:13][CH2:14][C:15]([O:17]C)=[O:16])[CH2:9]1)([CH3:4])([CH3:3])[CH3:2].[OH-].[Li+].Cl>C1COCC1>[C:1]([C:5]1[CH:23]=[C:22]([Cl:24])[CH:21]=[CH:20][C:6]=1[O:7][CH:8]1[CH2:11][N:10]([C:12](=[O:19])[CH2:13][CH2:14][C:15]([OH:17])=[O:16])[CH2:9]1)([CH3:4])([CH3:2])[CH3:3] |f:1.2|. Procedure details: To a stirred solution of methyl 4-[3-(2-tert-butyl-4-chlorophenoxy)azetidin-1-yl]-4-oxobutanoate (236 mg, 0.67 mmol) obtained in Example 188 in THF (5.0 ml) was added lithium hydroxide (1.0M aqueous solution, 5.0 mL, 5.0 mmol) at room temperature. After 3 hr, the reaction mixture was adjusted to about pH 1 with 1.0N hydrochloric acid. The obtained solution was concentrated under reduced pressure, and the mixture was extracted with ethyl acetate. The organic layer was washed with saturated sodium...